Dataset: the Open Reaction Database (ORD), a public repository of structured organic reaction records. Task: describe an organic reaction: reactants, conditions, products, and yield Reactants: Cc1ccc(C2CNCCN2)o1, CCn1cc(C(=O)O)c(=O)c2cc(F)c(Cl)cc21, c1ccncc1. Product: CCn1cc(C(=O)O)c(=O)c2cc(F)c(N3CCNC(c4ccc(C)o4)C3)cc21. RXN SMILES: [CH3:1][c:2]1[cH:3][cH:4][c:5]([CH:7]2[NH:8][CH2:9][CH2:10][NH:11][CH2:12]2)[o:6]1.[Cl:13][c:14]1[c:15]([F:30])[cH:16][c:17]2[c:18](=[O:29])[c:19]([C:26](=[O:27])[OH:28])[cH:20][n:21]([CH2:24][CH3:25])[c:22]2[cH:23]1.[cH:31]1[cH:32][cH:33][n:34][cH:35][cH:36]1>>[CH3:1][c:2]1[cH:3][cH:4][c:5]([CH:7]2[NH:8][CH2:9][CH2:10][N:11]([c:14]3[c:15]([F:30])[cH:16][c:17]4[c:18](=[O:29])[c:19]([C:26](=[O:27])[OH:28])[cH:20][n:21]([CH2:24][CH3:25])[c:22]4[cH:23]3)[CH2:12]2)[o:6]1.